Dataset: the Open Reaction Database (ORD), a public repository of structured organic reaction records. Task: describe an organic reaction: reactants, conditions, products, and yield Run in C(C)(=O)O (acetic acid). Procedure details: A mixture of 52.5 g. (0.167 moles) of ethyl α,2'-dichloro-4-biphenylylacetate and 160 ml. of glacial acetic acid containing 40 ml. of 37% hydrochloric acid is refluxed for 20 hours. The mixture is concentrated under reduced pressure to give a gummy residue. The latter material is dissolved in 300 ml. of n-hexane, washed with ice-cold water (100 ml. total), dried over sodium sulfate and filtered. The hexane is removed to give α,2'-dichloro-4-biphenylylacetic acid. As a reaction SMILES: [Cl:1][CH:2]([C:8]1[CH:13]=[CH:12][C:11]([C:14]2[CH:19]=[CH:18][CH:17]=[CH:16][C:15]=2[Cl:20])=[CH:10][CH:9]=1)[C:3]([O:5]CC)=[O:4].Cl>C(O)(=O)C>[Cl:1][CH:2]([C:8]1[CH:13]=[CH:12][C:11]([C:14]2[CH:19]=[CH:18][CH:17]=[CH:16][C:15]=2[Cl:20])=[CH:10][CH:9]=1)[C:3]([OH:5])=[O:4]. Reactants: ClC(C(=O)OCC)C1=CC=C(C=C1)C1=C(C=CC=C1)Cl (ethyl α,2'-dichloro-4-biphenylylacetate), Cl (hydrochloric acid). The product is ClC(C(=O)O)C1=CC=C(C=C1)C1=C(C=CC=C1)Cl (α,2'-dichloro-4-biphenylylacetic acid). Reactants: O1C(CCCC1)ONC(C[C@@]1(CCN(CCS1(=O)=O)S(=O)(=O)C)C=1SC(=CC1)Br)=O (N-(2-tetrahydropyranyloxy)-2-[(S)-7-(5-bromo-2-thienyl)-4-methanesulfonyl-1,1-dioxoperhydro-1,4-thiazepin-7-yl]acetamide), CNC(=O)NC=1C=C(C=CC1)B(O)O (3-(methylaminocarbonylamino)phenylboronic acid). The reagents and catalysts are C=1C=CC(=CC1)[P](C=2C=CC=CC2)(C=3C=CC=CC3)[Pd]([P](C=4C=CC=CC4)(C=5C=CC=CC5)C=6C=CC=CC6)([P](C=7C=CC=CC7)(C=8C=CC=CC8)C=9C=CC=CC9)[P](C=1C=CC=CC1)(C=1C=CC=CC1)C=1C=CC=CC1 (tetrakis(triphenylphosphine)palladium(0)). Solvent: C(C)(=O)OCC (ethyl acetate), COCCOC (1,2-dimethoxyethane), C([O-])([O-])=O.[Na+].[Na+] (sodium carbonate). Run at temperature 80 celsius, time 4 hour. Yields the product ONC(C[C@@]1(CCN(CCS1(=O)=O)S(=O)(=O)C)C=1SC(=CC1)C1=CC(=CC=C1)NC(=O)NC)=O (N-hydroxy-2-[(S)-7-(5-(3-(methylaminocarbonylamino)-phenyl)-2-thienyl)-4-methanesulfonyl-1,1-dioxoperhydro-1,4-thiazepin-7-yl]acetamide). The yield is 13.4%. Reaction SMILES: O1CCCCC1[O:7][NH:8][C:9](=[O:30])[CH2:10][C@@:11]1([C:24]2[S:25][C:26](Br)=[CH:27][CH:28]=2)[S:17](=[O:19])(=[O:18])[CH2:16][CH2:15][N:14]([S:20]([CH3:23])(=[O:22])=[O:21])[CH2:13][CH2:12]1.[CH3:31][NH:32][C:33]([NH:35][C:36]1[CH:37]=[C:38](B(O)O)[CH:39]=[CH:40][CH:41]=1)=[O:34]>COCCOC.C(=O)([O-])[O-].[Na+].[Na+].C(OCC)(=O)C.C1C=CC([P]([Pd]([P](C2C=CC=CC=2)(C2C=CC=CC=2)C2C=CC=CC=2)([P](C2C=CC=CC=2)(C2C=CC=CC=2)C2C=CC=CC=2)[P](C2C=CC=CC=2)(C2C=CC=CC=2)C2C=CC=CC=2)(C2C=CC=CC=2)C2C=CC=CC=2)=CC=1>[OH:7][NH:8][C:9](=[O:30])[CH2:10][C@@:11]1([C:24]2[S:25][C:26]([C:38]3[CH:39]=[CH:40][CH:41]=[C:36]([NH:35][C:33]([NH:32][CH3:31])=[O:34])[CH:37]=3)=[CH:27][CH:28]=2)[S:17](=[O:18])(=[O:19])[CH2:16][CH2:15][N:14]([S:20]([CH3:23])(=[O:21])=[O:22])[CH2:13][CH2:12]1 |f:3.4.5,^1:66,68,87,106|. Reported procedure: A mixture of N-(2-tetrahydropyranyloxy)-2-[(S)-7-(5-bromo-2-thienyl)-4-methanesulfonyl-1,1-dioxoperhydro-1,4-thiazepin-7-yl]acetamide (230 mg), 3-(methylaminocarbonylamino)phenylboronic acid (123 mg) and tetrakis(triphenylphosphine)palladium(0) (24.4 mg) in a mixture of 1,2-dimethoxyethane (2 ml) and 2M aqueous sodium carbonate solution (0.85 ml) was stirred for 4 hours at 80° C. After cooling to room temperature, the mixture was diluted with ethyl acetate, washed with aqueous saturated sodium b... The reactants are CCO, Cl, Cl, CCc1c(C(=O)NCCCCCCC(=O)c2ccc(C(F)(F)F)cc2)nc(-c2ccccc2Cl)n1-c1ccc(Cl)cc1, NCCON, c1ccncc1. Yields the product CCc1c(C(=O)NCCCCCCC(=NOCCN)c2ccc(C(F)(F)F)cc2)nc(-c2ccccc2Cl)n1-c1ccc(Cl)cc1. As a reaction SMILES: [CH3:56][CH2:57][OH:58].[ClH:43].[ClH:44].[F:1][C:2]([c:3]1[cH:4][cH:5][c:6]([C:9]([CH2:10][CH2:11][CH2:12][CH2:13][CH2:14][CH2:15][NH:16][C:17](=[O:18])[c:19]2[n:20][c:21](-[c:33]3[c:34]([Cl:39])[cH:35][cH:36][cH:37][cH:38]3)[n:22](-[c:26]3[cH:27][cH:28][c:29]([Cl:32])[cH:30][cH:31]3)[c:23]2[CH2:24][CH3:25])=[O:40])[cH:7][cH:8]1)([F:41])[F:42].[NH2:45][CH2:46][CH2:47][O:48][NH2:49].[cH:50]1[cH:51][cH:52][n:53][cH:54][cH:55]1>>[F:1][C:2]([c:3]1[cH:4][cH:5][c:6]([C:9]([CH2:10][CH2:11][CH2:12][CH2:13][CH2:14][CH2:15][NH:16][C:17](=[O:18])[c:19]2[n:20][c:21](-[c:33]3[c:34]([Cl:39])[cH:35][cH:36][cH:37][cH:38]3)[n:22](-[c:26]3[cH:27][cH:28][c:29]([Cl:32])[cH:30][cH:31]3)[c:23]2[CH2:24][CH3:25])=[N:49][O:48][CH2:47][CH2:46][NH2:45])[cH:7][cH:8]1)([F:41])[F:42].